From a dataset of the Open Reaction Database (ORD), a public repository of structured organic reaction records. describe an organic reaction: reactants, conditions, products, and yield Starting materials: COC(CCCN(C1=C(C=CC=C1)F)C(C1=CC(=CC(=C1)Cl)OCCN(C1=CC=NC=C1)C(=O)OC(C)(C)C)=O)=O (4-[{3-[2-(tert-butoxycarbonyl-pyridin-4-yl-amino)-ethoxy]-5-chloro-benzoyl}-(2-fluoro-phenyl)-amino]-butyric acid methyl ester), FC(C(=O)O)(F)F (trifluoroacetic acid). Solvent: ClCCl (dichloromethane). As a reaction SMILES: [CH3:1][O:2][C:3](=[O:41])[CH2:4][CH2:5][CH2:6][N:7]([C:15](=[O:40])[C:16]1[CH:21]=[C:20]([Cl:22])[CH:19]=[C:18]([O:23][CH2:24][CH2:25][N:26](C(OC(C)(C)C)=O)[C:27]2[CH:32]=[CH:31][N:30]=[CH:29][CH:28]=2)[CH:17]=1)[C:8]1[CH:13]=[CH:12][CH:11]=[CH:10][C:9]=1[F:14].[F:42][C:43]([F:48])([F:47])[C:44]([OH:46])=[O:45]>ClCCl>[F:42][C:43]([F:48])([F:47])[C:44]([OH:46])=[O:45].[CH3:1][O:2][C:3](=[O:41])[CH2:4][CH2:5][CH2:6][N:7]([C:15](=[O:40])[C:16]1[CH:17]=[C:18]([O:23][CH2:24][CH2:25][NH:26][C:27]2[CH:28]=[CH:29][N:30]=[CH:31][CH:32]=2)[CH:19]=[C:20]([Cl:22])[CH:21]=1)[C:8]1[CH:13]=[CH:12][CH:11]=[CH:10][C:9]=1[F:14] |f:3.4|. Reported procedure: A solution of 4-[{3-[2-(tert-butoxycarbonyl-pyridin-4-yl-amino)-ethoxy]-5-chloro-benzoyl}-(2-fluoro-phenyl)-amino]-butyric acid methyl ester (0.020 g) in a mixture of dichloromethane (1 ml) and trifluoroacetic acid (1 ml) was stored at room temperature for 16 h and then concentrated under reduced pressure to give the title compound (0.022 g) as a colourless gum. Reaction conditions: time 16 hour. Product: FC(C(=O)O)(F)F.COC(CCCN(C1=C(C=CC=C1)F)C(C1=CC(=CC(=C1)OCCNC1=CC=NC=C1)Cl)=O)=O (4-[{3-Chloro-5-[2-(pyridin-4-ylamino)-ethoxy]-benzoyl}-(2-fluoro-phenyl)-amino]-butyric acid methyl ester trifluoroacetate). Reactants: O (water), ClC=1C(=NC=C(C1)Cl)C(C)=O (1-(3,5-dichloropyridin-2-yl)ethanone), C([O-])([O-])=O.[K+].[K+] (potassium carbonate), C(C)=NO (acetaldoxime). The solvent is CS(=O)C (dimethylsulfoxide). Conditions: temperature 80 celsius, time 4 hour. Yields the product ClC=1C(=NC=C(C1)O)C(C)=O (1-(3-chloro-5-hydroxypyridin-2-yl)ethanone). Yield: 29.1%. RXN SMILES: [Cl:1][C:2]1[C:3]([C:9](=[O:11])[CH3:10])=[N:4][CH:5]=[C:6](Cl)[CH:7]=1.C(=O)([O-])[O-:13].[K+].[K+].C(=NO)C.O>CS(C)=O>[Cl:1][C:2]1[C:3]([C:9](=[O:11])[CH3:10])=[N:4][CH:5]=[C:6]([OH:13])[CH:7]=1 |f:1.2.3|. Procedure: To a solution of 3.8 g of the 1-(3,5-dichloropyridin-2-yl)ethanone prepared in Step 1 in Synthetic Example 2 and 13.8 g of potassium carbonate in 20 ml of dimethylsulfoxide, 5.9 g of acetaldoxime was added, and the mixture was stirred at 80° C. for 4 hours. After completion of the reaction, the reaction mixture was allowed to cool to room temperature, mixed with 50 ml of water and washed with diethyl ether (30 ml×1), the resulting aqueous layer was acidified with 6N aqueous hydrochloric acid and...